Task: describe an organic reaction: reactants, conditions, products, and yield. Dataset: the Open Reaction Database (ORD), a public repository of structured organic reaction records Reactants: COc1ccc(B(O)O)cc1OC, CO, Cc1cc2nc(NC(=O)c3ccc(C(C)(C)O)cc3)cc(Cl)n2n1, [Na+], O=C([O-])O. The product is COc1ccc(-c2cc(NC(=O)c3ccc(C(C)(C)O)cc3)nc3cc(C)nn23)cc1OC. RXN SMILES: [CH3:25][O:26][c:27]1[cH:28][c:29]([B:35]([OH:36])[OH:37])[cH:30][cH:31][c:32]1[O:33][CH3:34].[CH3:43][OH:44].[Cl:1][c:2]1[cH:3][c:4]([NH:12][C:13]([c:14]2[cH:15][cH:16][c:17]([C:20]([CH3:21])([CH3:22])[OH:23])[cH:18][cH:19]2)=[O:24])[n:5][c:6]2[n:7]1[n:8][c:9]([CH3:11])[cH:10]2.[Na+:42].[O-:38][C:39]([OH:40])=[O:41]>>[c:2]1(-[c:29]2[cH:28][c:27]([O:26][CH3:25])[c:32]([O:33][CH3:34])[cH:31][cH:30]2)[cH:3][c:4]([NH:12][C:13]([c:14]2[cH:15][cH:16][c:17]([C:20]([CH3:21])([CH3:22])[OH:23])[cH:18][cH:19]2)=[O:24])[n:5][c:6]2[n:7]1[n:8][c:9]([CH3:11])[cH:10]2. Reactants: CO, C[O-], O=[N+]([O-])c1ccccc1S(=O)(=O)NC(c1ccccc1)c1ccccc1, [Na+], C1COCCO1. As a reaction SMILES: [CH3:1][OH:2].[CH3:3][O-:4].[N+:6]([c:7]1[cH:8][cH:9][cH:10][cH:11][c:12]1[S:13](=[O:14])(=[O:15])[NH:18][CH:19]([c:20]1[cH:21][cH:22][cH:23][cH:24][cH:25]1)[c:26]1[cH:27][cH:28][cH:29][cH:30][cH:31]1)([O-:16])=[O:17].[Na+:5].[O:32]1[CH2:33][CH2:34][O:35][CH2:36][CH2:37]1>>[NH2:18][CH:19]([c:20]1[cH:21][cH:22][cH:23][cH:24][cH:25]1)[c:26]1[cH:27][cH:28][cH:29][cH:30][cH:31]1. Product: NC(c1ccccc1)c1ccccc1. The reactants are CC[N+]1(CC)CC(O)C1, CC(C)=O, [Cl-], Cl, [Na+], [OH-], O, O=C(O)CS. The product is CCN(CC)CC(O)CSCC(=O)O. As a reaction SMILES: [CH2:9]([CH3:10])[N+:11]1([CH2:16][CH3:17])[CH2:12][CH:13]([OH:15])[CH2:14]1.[CH3:19][C:20](=[O:21])[CH3:22].[Cl-:8].[ClH:18].[Na+:7].[OH-:6].[OH2:23].[OH:1][C:2](=[O:3])[CH2:4][SH:5]>>[OH:1][C:2](=[O:3])[CH2:4][S:5][CH2:14][CH:13]([CH2:12][N:11]([CH2:9][CH3:10])[CH2:16][CH3:17])[OH:15]. Reactants: resultant mixture, [NH4+].[Cl-] (NH4Cl), OC=1C=CC(=NC1)OC1=CC(=C(C=C1)/C=C/C(=O)OCCCC)C (butyl (E)-3-{4-[(5-hydroxypyridin-2-yl)oxy]-2-methylphenyl}prop-2-enoate), [H-].[Na+] (NaH), BrCC1=CC=C(C=C1)C (1-(bromomethyl)-4-methylbenzene). Solvent: CN(C)C=O (DMF). Conditions: time 10 minute. Product: CC1=C(C=CC(=C1)OC1=NC=C(C=C1)OCC1=CC=C(C=C1)C)/C=C/C(=O)OCCCC (butyl (E)-3-[2-methyl-4-({5-[(4-methylbenzyl)oxy]pyridin-2-yl}oxy)phenyl]prop-2-enoate). The yield is 101.2%. As a reaction SMILES: [OH:1][C:2]1[CH:3]=[CH:4][C:5]([O:8][C:9]2[CH:14]=[CH:13][C:12](/[CH:15]=[CH:16]/[C:17]([O:19][CH2:20][CH2:21][CH2:22][CH3:23])=[O:18])=[C:11]([CH3:24])[CH:10]=2)=[N:6][CH:7]=1.[H-].[Na+].Br[CH2:28][C:29]1[CH:34]=[CH:33][C:32]([CH3:35])=[CH:31][CH:30]=1.[NH4+].[Cl-]>CN(C=O)C>[CH3:24][C:11]1[CH:10]=[C:9]([O:8][C:5]2[CH:4]=[CH:3][C:2]([O:1][CH2:28][C:29]3[CH:34]=[CH:33][C:32]([CH3:35])=[CH:31][CH:30]=3)=[CH:7][N:6]=2)[CH:14]=[CH:13][C:12]=1/[CH:15]=[CH:16]/[C:17]([O:19][CH2:20][CH2:21][CH2:22][CH3:23])=[O:18] |f:1.2,4.5|. Procedure: To a DMF (40 mL) solution of butyl (E)-3-{4-[(5-hydroxypyridin-2-yl)oxy]-2-methylphenyl}prop-2-enoate (3.54 g) was added NaH (60% in oil) (467 mg) at 0 ° C. After stirring for 10 minutes, 1-(bromomethyl)-4-methylbenzene (2.10 g) was added, and the resultant mixture was stirred at room temperature for 3.5 hours. To the reaction mixture was added saturated aqueous NH4Cl, and extracted with AcOEt. The organic layer was washed with water, saturated aqueous NaCl, dried over anhydrous Na2SO4, and conc...